Task: describe an organic reaction: reactants, conditions, products, and yield. Dataset: the Open Reaction Database (ORD), a public repository of structured organic reaction records Reactants: FC1=CC=C(C=C1)C(=CC(=O)OCC)CCC (ethyl 3-(4-fluorophenyl)hexenoate), [H][H] (hydrogen). The reagents and catalysts are [Pd] (palladium on carbon). The solvent is C(C)O (ethanol). Yields the product FC1=CC=C(C=C1)C(CC(=O)OCC)CCC (ethyl 3-(4-fluorophenyl)hexanoate). Isolated yield 99.6%. RXN SMILES: [F:1][C:2]1[CH:7]=[CH:6][C:5]([C:8]([CH2:15][CH2:16][CH3:17])=[CH:9][C:10]([O:12][CH2:13][CH3:14])=[O:11])=[CH:4][CH:3]=1.[H][H]>[Pd].C(O)C>[F:1][C:2]1[CH:3]=[CH:4][C:5]([CH:8]([CH2:15][CH2:16][CH3:17])[CH2:9][C:10]([O:12][CH2:13][CH3:14])=[O:11])=[CH:6][CH:7]=1. Reported procedure: A mixture of ethyl 3-(4-fluorophenyl)hexenoate (58.12 g, 0.246 mol) and 10% palladium on carbon (1.1 g, Aldrich) in 95% ethanol was shaken in a Parr hydrogenator under a pressure of 2-4 atm of hydrogen for 0.75 hr. The mixture was filtered and concentrated by spin evaporation in vacuo to give 58.4 g (99.6%) of ethyl 3-(4-fluorophenyl)hexanoate as a clear liquid, NMR (DMSO-d6): d 7.27-7.20 (m, 2H), 7.12-7.04 (m, 2H), 3.91 (q, 2H, J=7.2 Hz), 2.99 (m, 1H), 2.66-2.59 (m, 1H), 2.52-2.44 (m, 1H, parti...